This data is from the Open Reaction Database (ORD), a public repository of structured organic reaction records. The task is: describe an organic reaction: reactants, conditions, products, and yield The reactants are COCOc1c(C=O)cc(Br)cc1OC, O=C([O-])[O-], CCOC(C)=O, CC1(C)c2cccc(P(c3ccccc3)c3ccccc3)c2Oc2c(P(c3ccccc3)c3ccccc3)cccc21, O=C(C=Cc1ccccc1)C=Cc1ccccc1, O=C(C=Cc1ccccc1)C=Cc1ccccc1, O=C(C=Cc1ccccc1)C=Cc1ccccc1, [Cs+], [Cs+], C1COCCO1, O=C1NCCO1, [Pd], [Pd]. The product is COCOc1c(C=O)cc(N2CCOC2=O)cc1OC. RXN SMILES: [Br:55][c:56]1[cH:57][c:58]([O:68][CH3:69])[c:59]([O:64][CH2:65][O:66][CH3:67])[c:60]([CH:61]=[O:62])[cH:63]1.[C:49](=[O:50])([O-:51])[O-:52].[CH3:126][CH2:127][O:128][C:129](=[O:130])[CH3:131].[CH3:7][C:8]1([CH3:9])[c:10]2[cH:11][cH:12][cH:13][c:14]([P:15]([c:16]3[cH:17][cH:18][cH:19][cH:20][cH:21]3)[c:22]3[cH:23][cH:24][cH:25][cH:26][cH:27]3)[c:28]2[O:29][c:30]2[c:31]1[cH:32][cH:33][cH:34][c:35]2[P:36]([c:37]1[cH:38][cH:39][cH:40][cH:41][cH:42]1)[c:43]1[cH:44][cH:45][cH:46][cH:47][cH:48]1.[CH:106](=[CH:107][C:108]([CH:109]=[CH:110][c:111]1[cH:112][cH:113][cH:114][cH:115][cH:116]1)=[O:117])[c:118]1[cH:119][cH:120][cH:121][cH:122][cH:123]1.[CH:70](=[CH:71][C:72]([CH:73]=[CH:74][c:75]1[cH:76][cH:77][cH:78][cH:79][cH:80]1)=[O:81])[c:82]1[cH:83][cH:84][cH:85][cH:86][cH:87]1.[CH:88](=[CH:89][C:90]([CH:91]=[CH:92][c:93]1[cH:94][cH:95][cH:96][cH:97][cH:98]1)=[O:99])[c:100]1[cH:101][cH:102][cH:103][cH:104][cH:105]1.[Cs+:53].[Cs+:54].[O:132]1[CH2:133][CH2:134][O:135][CH2:136][CH2:137]1.[O:1]1[C:2](=[O:6])[NH:3][CH2:4][CH2:5]1.[Pd:124].[Pd:125]>>[O:1]1[C:2](=[O:6])[N:3]([c:56]2[cH:57][c:58]([O:68][CH3:69])[c:59]([O:64][CH2:65][O:66][CH3:67])[c:60]([CH:61]=[O:62])[cH:63]2)[CH2:4][CH2:5]1. The reactants are O=C([O-])[O-], C1CCOC1, CC(Cc1ccc(Br)cc1)C(=O)O, [K+], [K+], O. Yields the product CC(CO)Cc1ccc(Br)cc1. RXN SMILES: [C:15](=[O:16])([O-:17])[O-:18].[CH2:21]1[O:22][CH2:23][CH2:24][CH2:25]1.[CH3:1][CH:2]([C:3](=[O:4])[OH:5])[CH2:6][c:7]1[cH:8][cH:9][c:10]([Br:13])[cH:11][cH:12]1.[K+:19].[K+:20].[OH2:14]>>[CH3:1][CH:2]([CH2:3][OH:4])[CH2:6][c:7]1[cH:8][cH:9][c:10]([Br:13])[cH:11][cH:12]1. The reactants are NC=1C=CC2=C(CC(N(CC2)C)=O)C1 (8-amino-3-methyl-1,3,4,5-tetrahydro-benzo[d]azepin-2-one), CNC(=O)C1=NC=CC=C1NC1=NC(=NC=C1Cl)Cl (3-(2,5-dichloro-pyrimidin-4-ylamino)-pyridine-2-carboxylic acid methylamide), 3-[5-chloro-2-(3-methyl-4-oxo-2,3,4,5-tetrahydro-1H-benzo[d]azepin-7-ylamino)-pyrimidin-4-ylamino]-pyridine-2-carboxylic acid methylamide. TFA salt. Yields the product CNC(=O)C1=NC=CC=C1NC1=NC(=NC=C1Cl)NC1=CC2=C(CCN(C(C2)=O)C)C=C1 (3-[5-Chloro-2-(3-methyl-4-oxo-2,3,4,5-tetrahydro-1H-benzo[d]azepin-7-ylamino)-pyrimidin-4-ylamino]-pyridine-2-carboxylic acid methylamide). Reaction SMILES: [NH2:1][C:2]1[CH:3]=[CH:4][C:5]2[CH2:11][CH2:10][N:9]([CH3:12])[C:8](=[O:13])[CH2:7][C:6]=2[CH:14]=1.[CH3:15][NH:16][C:17]([C:19]1[C:24]([NH:25][C:26]2[C:31]([Cl:32])=[CH:30][N:29]=[C:28](Cl)[N:27]=2)=[CH:23][CH:22]=[CH:21][N:20]=1)=[O:18]>>[CH3:15][NH:16][C:17]([C:19]1[C:24]([NH:25][C:26]2[C:31]([Cl:32])=[CH:30][N:29]=[C:28]([NH:1][C:2]3[CH:3]=[CH:4][C:5]4[CH2:11][CH2:10][N:9]([CH3:12])[C:8](=[O:13])[CH2:7][C:6]=4[CH:14]=3)[N:27]=2)=[CH:23][CH:22]=[CH:21][N:20]=1)=[O:18]. Procedure details: Following a procedure analogous to Example 1742a, 8-amino-3-methyl-1,3,4,5-tetrahydro-benzo[d]azepin-2-one and 3-(2,5-dichloro-pyrimidin-4-ylamino)-pyridine-2-carboxylic acid methylamide were converted to 3-[5-chloro-2-(3-methyl-4-oxo-2,3,4,5-tetrahydro-1H-benzo[d]azepin-7-ylamino)-pyrimidin-4-ylamino]-pyridine-2-carboxylic acid methylamide. TFA salt: 1H NMR (300 MHz, CD3OD) δ 8.58 (d, 1H), 8.18 (s, 1H), 7.69 (m, 3H), 7.44 (m, 2H), 7.23 (m, 2H), 6.29 (d, 1H), 4.29 (s, 2H), 3.39 (m, 2H), 3.26 (m,...